This data is from the Open Reaction Database (ORD), a public repository of structured organic reaction records. The task is: describe an organic reaction: reactants, conditions, products, and yield Starting materials: complex, ClC1=C(C=C(C=C1)OC)CC#N (2-chloro-5-methoxy-phenylacetonitrile), Cl (hydrochloric acid). The solvent is O1CCCC1 (tetrahydrofuran). Run at temperature 95 celsius. Product: ClC1=C(CCN)C=C(C=C1)OC (2 -chloro-5-methoxyphenethylamine). RXN SMILES: [Cl:1][C:2]1[CH:7]=[CH:6][C:5]([O:8][CH3:9])=[CH:4][C:3]=1[CH2:10][C:11]#[N:12].Cl>O1CCCC1>[Cl:1][C:2]1[CH:7]=[CH:6][C:5]([O:8][CH3:9])=[CH:4][C:3]=1[CH2:10][CH2:11][NH2:12]. Reported procedure: Sodium cyanide (10.4 g) was added portionwise to a stirred solution of the above benzyl bromide (25 g) in a 2:1 mixture of ethanol and water (250 ml). The mixture was stirred for one hour at 50° C., poured into water and extracted with ether. The extract gave 2-chloro-5-methoxy-phenylacetonitrile (m.p. 62°-65° C.). 10M Boranemethylsulphide complex (11.3 ml) was added dropwise under nitrogen to a refluxing solution of the above phenylacetonitrile (18.6 g) in tetrahydrofuran (150 ml). The mixture ... Solvent: CN(C)C=O (DMF). Starting materials: CS(=O)(=O)O.C(C1=CC=CC=C1)OC1=CC=C(C(=O)OC2=CC3=CC=C(C=C3C=C2)C(N)=N)C=C1 (6-amidino-2-naphthyl 4-benzyloxybenzoate methanesulfonate). The yield is 96.5%. As a reaction SMILES: CS(O)(=O)=O.C([O:13][C:14]1[CH:35]=[CH:34][C:17]([C:18]([O:20][C:21]2[CH:30]=[CH:29][C:28]3[C:23](=[CH:24][CH:25]=[C:26]([C:31](=[NH:33])[NH2:32])[CH:27]=3)[CH:22]=2)=[O:19])=[CH:16][CH:15]=1)C1C=CC=CC=1>[Pd].CN(C=O)C>[OH:13][C:14]1[CH:35]=[CH:34][C:17]([C:18]([O:20][C:21]2[CH:30]=[CH:29][C:28]3[C:23](=[CH:24][CH:25]=[C:26]([C:31](=[NH:32])[NH2:33])[CH:27]=3)[CH:22]=2)=[O:19])=[CH:16][CH:15]=1 |f:0.1|. Product: OC1=CC=C(C(=O)OC2=CC3=CC=C(C=C3C=C2)C(N)=N)C=C1 (6-amidino-2-naphthyl 4-hydroxybenzoate). Procedure: To 50 ml of anhydrous DMF, were added 4.0 g of 6-amidino-2-naphthyl 4-benzyloxybenzoate methanesulfonate and 0.4 g of 10% Pd-C. The mixture was subjected to catalytic hydrogenation. After absorption of a stoichiometric amount of hydrogen, the reaction mixture was removed of Pd-C by filtration. After adding ethylether to the stirred filtrate, the precipitate was collected by filtration and recrystallized from a DMF-ethylether mixture to obtain 2.4 g of a white powder of 6-amidino-2-naphthyl 4-hyd... The reagents and catalysts are [Pd] (Pd-C).